From a dataset of the Open Reaction Database (ORD), a public repository of structured organic reaction records. describe an organic reaction: reactants, conditions, products, and yield The reactants are CC(C)O, ClCCNCCCl, Cl, Cc1cc(F)ccc1N. Yields the product Cc1cc(F)ccc1N1CCNCC1, Cl, Cl. Reaction SMILES: [CH3:18][CH:19]([OH:20])[CH3:21].[Cl:2][CH2:3][CH2:4][NH:5][CH2:6][CH2:7][Cl:8].[ClH:1].[F:9][c:10]1[cH:11][c:12]([CH3:17])[c:13]([NH2:14])[cH:15][cH:16]1>>[CH2:3]1[CH2:4][NH:5][CH2:6][CH2:7][N:14]1[c:13]1[c:12]([CH3:17])[cH:11][c:10]([F:9])[cH:16][cH:15]1.[ClH:1].[ClH:2]. Starting materials: C1(=CC=CC=C1)C#CC1CCNCC1 (4-(Phenylethynyl)piperidine), BrCCC1=C2C(C(=O)NC2=O)=CC=C1 (bromoethylphtalimide), C(=O)([O-])[O-].[K+].[K+] (K2CO3). Run in C(C)#N (acetonitrile), C(C)(=O)OCC (ethyl acetate). Reaction conditions: time 3 hour. The product is C1(=CC=CC=C1)C#CC1CCN(CC1)CCN (2-[4-(Phenylethynyl)piperidin-1-yl]ethanamine). RXN SMILES: [C:1]1([C:7]#[C:8][CH:9]2[CH2:14][CH2:13][NH:12][CH2:11][CH2:10]2)[CH:6]=[CH:5][CH:4]=[CH:3][CH:2]=1.BrCCC1C=CC=[C:20]2[C:21]([NH:23]C(=O)C=12)=O.C([O-])([O-])=O.[K+].[K+]>C(#N)C.C(OCC)(=O)C>[C:1]1([C:7]#[C:8][CH:9]2[CH2:10][CH2:11][N:12]([CH2:20][CH2:21][NH2:23])[CH2:13][CH2:14]2)[CH:6]=[CH:5][CH:4]=[CH:3][CH:2]=1 |f:2.3.4|. Procedure: 4-(Phenylethynyl)piperidine (0.5 mmol, 92 mg) was dissolved in acetonitrile (anhydrous 4 Å, 4 mL) together with bromoethylphtalimide (0.5 mmol, 128 mg) and K2CO3 (2 mmol, 276 mg). The reaction mixture was heated to reflux for 3 hours, diluted with ethyl acetate (50 mL) and washed with HCl/aq (1M, 50 mL). The organic phase was dried over Na2SO4, filtered and evaporated to dryness. The protection group was removed by stirring the compound in methylamine (33% in ethanol, 5 mL) for another 3 hours. ... Reactants: O=C(O)CCc1ccc(C(=O)CCl)cc1, [N-]=[N+]=[N-], [Na+], O. Product: [N-]=[N+]=NCC(=O)c1ccc(CCC(=O)O)cc1. RXN SMILES: [Cl:5][CH2:6][C:7](=[O:8])[c:9]1[cH:10][cH:11][c:12]([CH2:15][CH2:16][C:17](=[O:18])[OH:19])[cH:13][cH:14]1.[N-:2]=[N+:3]=[N-:4].[Na+:1].[OH2:20]>>[N:2](=[N+:3]=[N-:4])[CH2:6][C:7](=[O:8])[c:9]1[cH:10][cH:11][c:12]([CH2:15][CH2:16][C:17](=[O:18])[OH:19])[cH:13][cH:14]1. The reactants are CCCC1CCc2sccc2C1=O, ON=C1CCOc2ccccc21. Product: CCCC1CCc2sccc2C1=NO. Reaction SMILES: [CH2:13]([CH2:14][CH3:15])[CH:16]1[CH2:17][CH2:18][c:19]2[c:20]([cH:21][cH:22][s:23]2)[C:24]1=[O:25].[O:1]1[c:2]2[c:3]([cH:4][cH:5][cH:6][cH:7]2)[C:8](=[N:11][OH:12])[CH2:9][CH2:10]1>>[N:11]([OH:12])=[C:24]1[CH:16]([CH2:13][CH2:14][CH3:15])[CH2:17][CH2:18][c:19]2[c:20]1[cH:21][cH:22][s:23]2. Starting materials: C(C)(=O)OC(CCCCCCCCO)C=1C=C(OC1)[Si](C)(C)C (4-(1-acetoxy-9-hydroxynonyl)-2-trimethylsilylfuran), N1=CC=CC=C1 (pyridine), C(C)(=O)Cl (acetyl chloride). Run in O1CCCC1 (tetrahydrofuran). Conditions: time 1 hour. Product: C(C)(=O)OC(CCCCCCCCOC(C)=O)C=1C=C(OC1)[Si](C)(C)C (4-(1.9-Diacetoxynonyl)-2-trimethylsilylfuran). Reaction SMILES: [C:1]([O:4][CH:5]([C:15]1[CH:16]=[C:17]([Si:20]([CH3:23])([CH3:22])[CH3:21])[O:18][CH:19]=1)[CH2:6][CH2:7][CH2:8][CH2:9][CH2:10][CH2:11][CH2:12][CH2:13][OH:14])(=[O:3])[CH3:2].N1C=CC=CC=1.[C:30](Cl)(=[O:32])[CH3:31]>O1CCCC1>[C:1]([O:4][CH:5]([C:15]1[CH:16]=[C:17]([Si:20]([CH3:23])([CH3:22])[CH3:21])[O:18][CH:19]=1)[CH2:6][CH2:7][CH2:8][CH2:9][CH2:10][CH2:11][CH2:12][CH2:13][O:14][C:30](=[O:32])[CH3:31])(=[O:3])[CH3:2]. Procedure: To 4-(1-acetoxy-9-hydroxynonyl)-2-trimethylsilylfuran (0.075 g, 0.221 mmol) and pyridine (0.056 g, 0.662 mmol) in tetrahydrofuran (2 ml) under argon at 0° was added dropwise acetyl chloride (0.052 g, 0.662 mmol). The mixture was warmed to room temperature, stirred for one hour, quenched with water and extracted into ethyl ether. The organic portion was washed with 10% hydrochloric acid, saturated sodium bicarbonate, aqueous 5% cupric sulfate solution, water, saturated sodium chloride solution, d...